From a dataset of the Open Reaction Database (ORD), a public repository of structured organic reaction records. describe an organic reaction: reactants, conditions, products, and yield Starting materials: O=C(Cc1ccc(C(=O)O)cc1)C(=O)c1ccccc1, COC(OC)N(C)C, CN(C)C=O, Cl, O. The product is CN(C)C=C(C(=O)C(=O)c1ccccc1)c1ccc(C(=O)O)cc1. As a reaction SMILES: [C:1](=[O:2])([OH:3])[c:4]1[cH:5][cH:6][c:7]([CH2:10][C:11]([C:12](=[O:13])[c:14]2[cH:15][cH:16][cH:17][cH:18][cH:19]2)=[O:20])[cH:8][cH:9]1.[CH3:21][O:22][CH:23]([N:24]([CH3:25])[CH3:26])[O:27][CH3:28].[CH3:31][N:32]([CH3:33])[CH:34]=[O:35].[ClH:29].[OH2:30]>>[C:1](=[O:2])([OH:3])[c:4]1[cH:5][cH:6][c:7]([C:10]([C:11]([C:12](=[O:13])[c:14]2[cH:15][cH:16][cH:17][cH:18][cH:19]2)=[O:20])=[CH:23][N:24]([CH3:25])[CH3:26])[cH:8][cH:9]1. Reactants: CSCCC(NC(=O)OCc1ccccc1)C(=O)O, CCCC1CC(NC(=O)OC(C)(C)C)CCC1N, CCN(CC)C(C)C, ClCCl, CN(C)C=O. Yields the product CCCC1CC(NC(=O)OC(C)(C)C)CCC1NC(=O)C(CCSC)NC(=O)OCc1ccccc1. Reaction SMILES: [C:19](=[O:20])([O:21][CH2:22][c:23]1[cH:24][cH:25][cH:26][cH:27][cH:28]1)[NH:29][CH:30]([CH2:31][CH2:32][S:33][CH3:34])[C:35](=[O:36])[OH:37].[C:1]([CH3:2])([CH3:3])([CH3:4])[O:5][C:6]([NH:7][CH:8]1[CH2:9][CH:10]([CH2:15][CH2:16][CH3:17])[CH:11]([NH2:14])[CH2:12][CH2:13]1)=[O:18].[CH2:38]([N:39]([CH:40]([CH3:41])[CH3:42])[CH2:43][CH3:44])[CH3:45].[Cl:46][CH2:47][Cl:48].[O:49]=[CH:50][N:51]([CH3:52])[CH3:53]>>[C:1]([CH3:2])([CH3:3])([CH3:4])[O:5][C:6]([NH:7][CH:8]1[CH2:9][CH:10]([CH2:15][CH2:16][CH3:17])[CH:11]([NH:14][C:35]([CH:30]([NH:29][C:19](=[O:20])[O:21][CH2:22][c:23]2[cH:24][cH:25][cH:26][cH:27][cH:28]2)[CH2:31][CH2:32][S:33][CH3:34])=[O:36])[CH2:12][CH2:13]1)=[O:18]. RXN SMILES: [F:34][c:35]1[c:36]([C:37]#[N:38])[cH:39][cH:40][c:41]([OH:43])[cH:42]1.[O:20]=[C:21]([O:22][CH:23]([CH3:24])[CH3:25])[N:26]=[N:27][C:28]([O:29][CH:30]([CH3:31])[CH3:32])=[O:33].[O:52]1[CH2:53][CH2:54][CH2:55][CH2:56]1.[c:1]1([P:2]([c:3]2[cH:4][cH:5][cH:6][cH:7][cH:8]2)[c:9]2[cH:10][cH:11][cH:12][cH:13][cH:14]2)[cH:15][cH:16][cH:17][cH:18][cH:19]1.[n:44]1[cH:45][c:46]([CH2:50][OH:51])[cH:47][cH:48][cH:49]1>>[F:34][c:35]1[c:36]([C:37]#[N:38])[cH:39][cH:40][c:41]([O:43][CH2:50][c:46]2[cH:45][n:44][cH:49][cH:48][cH:47]2)[cH:42]1. Starting materials: N#Cc1ccc(O)cc1F, CC(C)OC(=O)N=NC(=O)OC(C)C, C1CCOC1, c1ccc(P(c2ccccc2)c2ccccc2)cc1, OCc1cccnc1. The product is N#Cc1ccc(OCc2cccnc2)cc1F.